Dataset: the Open Reaction Database (ORD), a public repository of structured organic reaction records. Task: describe an organic reaction: reactants, conditions, products, and yield Reactants: CCOC(Cc1ccc(OCc2nc(C(C)(C)C)oc2C)cc1CC)C(=O)OC, [Li+], [OH-]. Product: CCOC(Cc1ccc(OCc2nc(C(C)(C)C)oc2C)cc1CC)C(=O)O. Reaction SMILES: [CH3:1][O:2][C:3]([CH:4]([CH2:5][c:6]1[c:7]([CH2:24][CH3:25])[cH:8][c:9]([O:12][CH2:13][c:14]2[n:15][c:16]([C:20]([CH3:21])([CH3:22])[CH3:23])[o:17][c:18]2[CH3:19])[cH:10][cH:11]1)[O:26][CH2:27][CH3:28])=[O:29].[Li+:31].[OH-:30]>>[O:2]=[C:3]([CH:4]([CH2:5][c:6]1[c:7]([CH2:24][CH3:25])[cH:8][c:9]([O:12][CH2:13][c:14]2[n:15][c:16]([C:20]([CH3:21])([CH3:22])[CH3:23])[o:17][c:18]2[CH3:19])[cH:10][cH:11]1)[O:26][CH2:27][CH3:28])[OH:29]. Procedure: A mixture of 4-bromo-7-hydroxy-2-phenyl-thiazolo[5,4-c]pyridine-6-carboxylic acid ethyl ester (191 mg, 0.50 mmole) and glycine (1.33 g, 17.69 mmole) in 0.5 M sodium methoxide/methanol (25.3 ml) was refluxed for 28 h before it was cooled to room temperature and concentrated in vacuo. The residue was dissolved in water (120 ml) and extracted with dichloromethane (3×100 ml). The remaining aqueous layer was acidified to pH=2 with 1N HCl. The resulting precipitate was filtered, washed with water and ... Reactants: C(C)OC(=O)C1=C(C2=C(C(=N1)Br)SC(=N2)C2=CC=CC=C2)O (4-bromo-7-hydroxy-2-phenyl-thiazolo[5,4-c]pyridine-6-carboxylic acid ethyl ester), NCC(=O)O (glycine). Solvent: C[O-].[Na+].CO (sodium methoxide methanol). Yields the product BrC1=NC(=C(C2=C1SC(=N2)C2=CC=CC=C2)O)C(=O)NCC(=O)O ([(4-Bromo-7-hydroxy-2-phenyl-thiazolo[5,4-c]pyridine-6-carbonyl)-amino]-acetic acid). Isolated yield 67.1%. RXN SMILES: C(O[C:4]([C:6]1[N:11]=[C:10]([Br:12])[C:9]2[S:13][C:14]([C:16]3[CH:21]=[CH:20][CH:19]=[CH:18][CH:17]=3)=[N:15][C:8]=2[C:7]=1[OH:22])=[O:5])C.[NH2:23][CH2:24][C:25]([OH:27])=[O:26]>C[O-].[Na+].CO>[Br:12][C:10]1[C:9]2[S:13][C:14]([C:16]3[CH:17]=[CH:18][CH:19]=[CH:20][CH:21]=3)=[N:15][C:8]=2[C:7]([OH:22])=[C:6]([C:4]([NH:23][CH2:24][C:25]([OH:27])=[O:26])=[O:5])[N:11]=1 |f:2.3.4|. Reported procedure: [8-Benzyl-10-(1-hydroxy-1-methyl-ethyl)-11-oxa-3,8-diazaspiro[5.5]undecan-3-yl]-(4-isopropoxy-3-methyl-phenyl)methanone (75 mg, 0.16 mmol) was dissolved in ethanol (3 mL) and Pd (8 mg, 0.008 mmol) and ammonium formate (50 mg, 0.80 mmol) were added and the reaction mixture was heated at 75° C. for 30 minutes. The reaction mixture was filtered, concentrated in vacuo, diluted with ethyl acetate, washed with 3M NaOH, dried over MgSO4, filtered and concentrated in vacuo to give (2-(2-hydroxypropan-2-... The solvent is C(C)O (ethanol). Run at temperature 75 celsius. The product is OC(C)(C)C1OC2(CNC1)CCN(CC2)C(=O)C2=CC(=C(C=C2)OC(C)C)C ((2-(2-hydroxypropan-2-yl)-1-oxa-4,9-diazaspiro[5.5]undecan-9-yl)(4-isopropoxy-3-methylphenyl)methanone). Reactants: C(C1=CC=CC=C1)N1CC2(CCN(CC2)C(=O)C2=CC(=C(C=C2)OC(C)C)C)OC(C1)C(C)(C)O ([8-Benzyl-10-(1-hydroxy-1-methyl-ethyl)-11-oxa-3,8-diazaspiro[5.5]undecan-3-yl]-(4-isopropoxy-3-methyl-phenyl)methanone), C(=O)[O-].[NH4+] (ammonium formate). Reagents/catalysts: [Pd] (Pd). Isolated yield 96.0%. RXN SMILES: C([N:8]1[CH2:31][CH:30]([C:32]([OH:35])([CH3:34])[CH3:33])[O:29][C:10]2([CH2:15][CH2:14][N:13]([C:16]([C:18]3[CH:23]=[CH:22][C:21]([O:24][CH:25]([CH3:27])[CH3:26])=[C:20]([CH3:28])[CH:19]=3)=[O:17])[CH2:12][CH2:11]2)[CH2:9]1)C1C=CC=CC=1.C([O-])=O.[NH4+]>C(O)C.[Pd]>[OH:35][C:32]([CH:30]1[CH2:31][NH:8][CH2:9][C:10]2([CH2:15][CH2:14][N:13]([C:16]([C:18]3[CH:23]=[CH:22][C:21]([O:24][CH:25]([CH3:26])[CH3:27])=[C:20]([CH3:28])[CH:19]=3)=[O:17])[CH2:12][CH2:11]2)[O:29]1)([CH3:34])[CH3:33] |f:1.2|.